Dataset: the Open Reaction Database (ORD), a public repository of structured organic reaction records. Task: describe an organic reaction: reactants, conditions, products, and yield Reactants: CCN(CC)CCCCC1CCNCC1, O=C1Nc2cccnc2N(C(=O)CCl)c2ccccc21. The product is CCN(CC)CCCCC1CCN(CC(=O)N2c3ccccc3C(=O)Nc3cccnc32)CC1. RXN SMILES: [CH2:21]([CH3:22])[N:23]([CH2:24][CH2:25][CH2:26][CH2:27][CH:28]1[CH2:29][CH2:30][NH:31][CH2:32][CH2:33]1)[CH2:34][CH3:35].[Cl:1][CH2:2][C:3](=[O:4])[N:5]1[c:6]2[c:7]([cH:17][cH:18][cH:19][n:20]2)[NH:8][C:9](=[O:16])[c:10]2[c:11]1[cH:12][cH:13][cH:14][cH:15]2>>[CH2:2]([C:3](=[O:4])[N:5]1[c:6]2[c:7]([cH:17][cH:18][cH:19][n:20]2)[NH:8][C:9](=[O:16])[c:10]2[c:11]1[cH:12][cH:13][cH:14][cH:15]2)[N:31]1[CH2:30][CH2:29][CH:28]([CH2:27][CH2:26][CH2:25][CH2:24][N:23]([CH2:21][CH3:22])[CH2:34][CH3:35])[CH2:33][CH2:32]1. Reactants: C1=CC(=CN=C1)N, C1=CC(=CN=C1)Br. Reagents/catalysts: CC(C)(C)[O-].[Na+], CC(C1CCCC1P(C2CCCCC2)C3CCCCC3)P(C(C)(C)C)C(C)(C)C.C1CCCC1.[Fe], CC(=O)O.CC(=O)O.[Pd]. The solvent is COCCOC. Conditions: temperature 100 celsius. Yields the product C1=CC(=CN=C1)NC2=CN=CC=C2. Isolated yield 10.0%. Procedure: Stock solution: 2.43 M solution of CyPF-tBu/Pd(OAc)2 (1:1) in DME.  pyridin-3-amine (3.57 g, 37.98 mmol) was dissolved in DME (10 mL). To the mixture was added 10 mL of stock solution, and sodium tert-butoxide (4.26 g, 44.30 mmol). 5 min later, to the mixtue was added a solution of 3-bromopyridine (3.05 mL, 31.65 mmol) in DME (10 mL). The mixture was heated at 100 °C overnight. LCMS1 showed the result after 1 h heating. LCMS2 showed the result after 18 h heating, which showed the product formati... Reactants: C(C1=CC=CC=C1)OC(N[C@@]1(C[C@H](N2C1=C(N=C(C2=O)NCC2=CC(=CC=C2)C(F)(F)F)Cl)C(NCC2=CC=C(C=C2)C(=N)NC(=O)OCC2=CC=CC=C2)=O)C)=O ((6S,8R)-[6-[4-(Benzyloxycarbonylamino-imino-methyl)-benzylcarbamoyl]-1-chloro-8-methyl-4-oxo-3-(3-trifluoromethyl-benzylamino)-4,6,7,8-tetrahydro-pyrrolo[1,2-a]pyrazin-8-yl]-carbamic acid benzyl ester), [H][H] (hydrogen). Reagents/catalysts: [Pd] (Pd/C). The solvent is CO (MeOH). Conditions: time 4 hour. The product is C(N)(=N)C1=CC=C(CNC(=O)[C@@H]2C[C@@](C=3N2C(C(=NC3Cl)NCC3=CC(=CC=C3)C(F)(F)F)=O)(C)N)C=C1 ((6S,8R)-8-Amino-1-chloro-8-methyl-4-oxo-3-(3-trifluoromethyl-benzylamino)-4,6,7,8-tetrahydro-pyrrolo[1,2-a]pyrazine-6-carboxylic acid 4-carbamimidoyl-benzylamide). The yield is 112.3%. Reaction SMILES: C(OC(=O)[NH:10][C@@:11]1([CH3:57])[C:15]2=[C:16]([Cl:33])[N:17]=[C:18]([NH:21][CH2:22][C:23]3[CH:28]=[CH:27][CH:26]=[C:25]([C:29]([F:32])([F:31])[F:30])[CH:24]=3)[C:19](=[O:20])[N:14]2[C@H:13]([C:34](=[O:56])[NH:35][CH2:36][C:37]2[CH:42]=[CH:41][C:40]([C:43]([NH:45]C(OCC3C=CC=CC=3)=O)=[NH:44])=[CH:39][CH:38]=2)[CH2:12]1)C1C=CC=CC=1.[H][H]>CO.[Pd]>[C:43]([C:40]1[CH:39]=[CH:38][C:37]([CH2:36][NH:35][C:34]([C@H:13]2[N:14]3[C:19](=[O:20])[C:18]([NH:21][CH2:22][C:23]4[CH:28]=[CH:27][CH:26]=[C:25]([C:29]([F:30])([F:31])[F:32])[CH:24]=4)=[N:17][C:16]([Cl:33])=[C:15]3[C@@:11]([NH2:10])([CH3:57])[CH2:12]2)=[O:56])=[CH:42][CH:41]=1)(=[NH:44])[NH2:45]. Procedure details: The compound (34 mg, 0.0325 mmol) obtained from Step B was dissolved in MeOH (0.5 mL) and 10% Pd/C (7 mg) was added. A hydrogen balloon was attached and the reaction allowed to stir for approximately 4 h at which time MS indicated a complete reaction. The reaction was filtered and concentrated under vacuum to give the product as a white solid (20 mg, 79% yield). 1HNMR (300 MHz, CD3OD) δ 1.56 (s, 3H) 2.25 (m, 1H) 2.45 (m, 1H) 4.5 (m, 2H) 4.6 (m, 2H) 5.1 (m, 1H) 7.5–7.8 (m, 8H). Starting materials: [Li]CCCC (nBuLi), C[Si](C)(C)C#C ((trimethylsilyl)acetylene), C(C)(C)(C)OC(=O)NC(C=O)(C)C (2-(tert-butoxycarbonylamino)-2-methyl propionaldehyde). Solvent: C1CCOC1 (THF), C1CCOC1 (THF). Conditions: time 30 minute. The product is CC1(NC(OC1C#C[Si](C)(C)C)=O)C (4,4-Dimethyl-5-trimethylsilylethynyl-2-oxazolidinone). Yield: 100.0%. Reaction SMILES: [CH3:1][Si:2]([C:5]#[CH:6])([CH3:4])[CH3:3].[Li]CCCC.C([O:16][C:17]([NH:19][C:20]([CH3:24])([CH3:23])[CH:21]=[O:22])=O)(C)(C)C>C1COCC1>[CH3:23][C:20]1([CH3:24])[CH:21]([C:6]#[C:5][Si:2]([CH3:4])([CH3:3])[CH3:1])[O:22][C:17](=[O:16])[NH:19]1. Procedure: A cold (−78° C.), stirred solution of (trimethylsilyl)acetylene (4.42 g, 45.0 mmol) in anhydrous THF (20 mL) was treated with nBuLi (18 mL, 45.0 mmol) under nitrogen. The colorless solution was stirred for 30 minutes and followed by the addition of 2-(tert-butoxycarbonylamino)-2-methyl propionaldehyde (2.80 g, 15 mmol) in anhydrous THF (20 mL). The reaction was warmed up to room temperature, stirred for 2 hours, and quenched with water. After removal of THF, the residue was partitioned between e... The reactants are CCOC(=O)N1CC2=C(CN(C)CC2)C1, O. Product: CN1CCC2=C(CNC2)C1. Reaction SMILES: [CH3:1][N:2]1[CH2:3][C:4]2=[C:5]([CH2:6][CH2:7]1)[CH2:8][N:9]([C:11]([O:12][CH2:13][CH3:14])=[O:15])[CH2:10]2.[OH2:16]>>[CH3:1][N:2]1[CH2:3][C:4]2=[C:5]([CH2:6][CH2:7]1)[CH2:8][NH:9][CH2:10]2. Starting materials: CN1N=CC(=C1)B1OC(C(O1)(C)C)(C)C (1-Methyl-4-(4,4,5,5-tetramethyl-1,3,2-dioxaborolan-2-yl)-1H-pyrazole), C(=O)([O-])[O-].[Na+].[Na+] (Na2CO3), BrC=1C(=CC(=C(C(=O)NC=2C=NC=CC2)C1)OCC1=CC=CC=C1)C (5-Bromo-4-methyl-2-[(phenylmethyl)oxy]-N-3-pyridinylbenzamide). Reagents/catalysts: C=1C=CC(=CC1)[P](C=2C=CC=CC2)(C=3C=CC=CC3)[Pd]([P](C=4C=CC=CC4)(C=5C=CC=CC5)C=6C=CC=CC6)([P](C=7C=CC=CC7)(C=8C=CC=CC8)C=9C=CC=CC9)[P](C=1C=CC=CC1)(C=1C=CC=CC1)C=1C=CC=CC1 (palladium tetrakis). The solvent is COCCOC (1,2-dimethoxyethane). Run at temperature 120 celsius. Yields the product CC1=CC(=C(C(=O)NC=2C=NC=CC2)C=C1C=1C=NN(C1)C)OCC1=CC=CC=C1 (4-Methyl-5-(1-methyl-1H-pyrazol-4-yl)-2-[(phenylmethyl)oxy]-N-3-pyridinylbenzamide). RXN SMILES: [CH3:1][N:2]1[CH:6]=[C:5](B2OC(C)(C)C(C)(C)O2)[CH:4]=[N:3]1.C([O-])([O-])=O.[Na+].[Na+].Br[C:23]1[C:24]([CH3:46])=[CH:25][C:26]([O:38][CH2:39][C:40]2[CH:45]=[CH:44][CH:43]=[CH:42][CH:41]=2)=[C:27]([CH:37]=1)[C:28]([NH:30][C:31]1[CH:32]=[N:33][CH:34]=[CH:35][CH:36]=1)=[O:29]>COCCOC.C1C=CC([P]([Pd]([P](C2C=CC=CC=2)(C2C=CC=CC=2)C2C=CC=CC=2)([P](C2C=CC=CC=2)(C2C=CC=CC=2)C2C=CC=CC=2)[P](C2C=CC=CC=2)(C2C=CC=CC=2)C2C=CC=CC=2)(C2C=CC=CC=2)C2C=CC=CC=2)=CC=1>[CH3:46][C:24]1[C:23]([C:5]2[CH:4]=[N:3][N:2]([CH3:1])[CH:6]=2)=[CH:37][C:27]([C:28]([NH:30][C:31]2[CH:32]=[N:33][CH:34]=[CH:35][CH:36]=2)=[O:29])=[C:26]([O:38][CH2:39][C:40]2[CH:45]=[CH:44][CH:43]=[CH:42][CH:41]=2)[CH:25]=1 |f:1.2.3,^1:56,58,77,96|. Procedure: 1-Methyl-4-(4,4,5,5-tetramethyl-1,3,2-dioxaborolan-2-yl)-1H-pyrazole (86 mg, 0.42 mmol), palladium tetrakis (26.2 mg, 0.02 mmol) and Na2CO3 (0.76 ml, 0.76 mmol) were added to a solution of 5-bromo-4-methyl-2-[(phenylmethyl)oxy]-N-3-pyridinylbenzamide (may be prepared as described in Example 6; 150 mg, 0.38 mmol) in 1,2-dimethoxyethane (3 ml). The mixture was heated at 120° C. in a microwave for 1 hour. The solvent was removed in vacuo and the residue purified by MDAP to yield the title compound ...